Dataset: the Open Reaction Database (ORD), a public repository of structured organic reaction records. Task: describe an organic reaction: reactants, conditions, products, and yield The reactants are CCCOC1C(OC)C(C)OC(OC(=O)Nc2ccc(-c3ncn(-c4ccc(OC(F)(F)C(F)(F)F)cc4)n3)cc2)C1OC, CCI. Product: CCCOC1C(OC)C(C)OC(OC(=O)N(CC)c2ccc(-c3ncn(-c4ccc(OC(F)(F)C(F)(F)F)cc4)n3)cc2)C1OC. RXN SMILES: [CH2:1]([CH2:2][CH3:3])[O:4][CH:5]1[CH:6]([O:43][CH3:44])[CH:7]([O:14][C:15]([NH:16][c:17]2[cH:18][cH:19][c:20](-[c:23]3[n:24][n:25](-[c:28]4[cH:29][cH:30][c:31]([O:34][C:35]([C:36]([F:37])([F:38])[F:39])([F:40])[F:41])[cH:32][cH:33]4)[cH:26][n:27]3)[cH:21][cH:22]2)=[O:42])[O:8][CH:9]([CH3:13])[CH:10]1[O:11][CH3:12].[I:45][CH2:46][CH3:47]>>[CH2:1]([CH2:2][CH3:3])[O:4][CH:5]1[CH:6]([O:43][CH3:44])[CH:7]([O:14][C:15]([N:16]([c:17]2[cH:18][cH:19][c:20](-[c:23]3[n:24][n:25](-[c:28]4[cH:29][cH:30][c:31]([O:34][C:35]([C:36]([F:37])([F:38])[F:39])([F:40])[F:41])[cH:32][cH:33]4)[cH:26][n:27]3)[cH:21][cH:22]2)[CH2:46][CH3:47])=[O:42])[O:8][CH:9]([CH3:13])[CH:10]1[O:11][CH3:12]. Starting materials: C1CCOC1, O=[N+]([O-])c1ccc(Cl)nc1Cl, Nc1ccc(F)cc1C(F)(F)F, [H-], [Na+], O. Yields the product O=[N+]([O-])c1ccc(Cl)nc1Nc1ccc(F)cc1C(F)(F)F. Reaction SMILES: [CH2:27]1[O:28][CH2:29][CH2:30][CH2:31]1.[Cl:15][c:16]1[n:17][c:18]([Cl:25])[cH:19][cH:20][c:21]1[N+:22](=[O:23])[O-:24].[F:3][c:4]1[cH:5][c:6]([C:11]([F:12])([F:13])[F:14])[c:7]([NH2:8])[cH:9][cH:10]1.[H-:1].[Na+:2].[OH2:26]>>[F:3][c:4]1[cH:5][c:6]([C:11]([F:12])([F:13])[F:14])[c:7]([NH:8][c:16]2[n:17][c:18]([Cl:25])[cH:19][cH:20][c:21]2[N+:22](=[O:23])[O-:24])[cH:9][cH:10]1. The reactants are BrC1=CC(=C(C=C1)NC=1C(=CC2=C(N=CN2)C1F)C=O)Cl (6-(4-Bromo-2-chloro-phenylamino)-7-fluoro-3H-benzoimidazole-5-carbaldehyde), CS(=O)(=O)C (methyl sulfone), [Li]CCCC (n-BuLi), CN(C)P(=O)(N(C)C)N(C)C (HMPA). Solvent: C1CCOC1 (THF), C1CCOC1 (THF). Reaction conditions: time 5 minute. Yields the product BrC1=CC(=C(C=C1)NC=1C(=CC2=C(N=CN2)C1F)C(CS(=O)(=O)C)=O)Cl (1-[6-(4-Bromo-2-chloro-phenylamino)-7-fluoro-3H-benzoimidazol-5-yl]-2-methanesulfonyl-ethanone). Yield: 97.5%. Reaction SMILES: [CH3:1][S:2]([CH3:5])(=[O:4])=[O:3].[Li]CCCC.CN(P(N(C)C)(N(C)C)=O)C.[Br:22][C:23]1[CH:28]=[CH:27][C:26]([NH:29][C:30]2[C:31]([CH:40]=[O:41])=[CH:32][C:33]3[NH:37][CH:36]=[N:35][C:34]=3[C:38]=2[F:39])=[C:25]([Cl:42])[CH:24]=1>C1COCC1>[Br:22][C:23]1[CH:28]=[CH:27][C:26]([NH:29][C:30]2[C:31]([C:40](=[O:41])[CH2:1][S:2]([CH3:5])(=[O:4])=[O:3])=[CH:32][C:33]3[NH:37][CH:36]=[N:35][C:34]=3[C:38]=2[F:39])=[C:25]([Cl:42])[CH:24]=1. Procedure details: To a solution of methyl sulfone (65 mg, 0.68 mmol) in THF (1.5 mL) is added a solution of n-BuLi (0.27 mL, 0.68 mmol, 2.5 M solution in hexane) at −78° C. After stirring for 5 minutes, HMPA (0.1 mL) is added. After stirring for additional 10 minutes, a solution of 6-(4-bromo-2-chloro-phenylamino)-7-fluoro-3H-benzoimidazole-5-carbaldehyde 10f (26 mg, 0.069 mmol) in THF (1 mL) is added. The resulting solution is stirred for 1.5 hours at −78° C. The reaction is quenched with saturated aqueous NH4Cl... Reactants: OC1(CCNCC1)C1=C(C2=C(S1)C=CC=C2)CC (4-hydroxy-4-(3-ethylbenzo[b]thiophen-2-yl)piperidine), O1[C@@H](C1)COC1=CC=CC=2OCCC21 ((S)-(+)-4-(oxiranylmethoxy)-2,3-dihydrobenzo[b]furan). Solvent: CO (methanol). The product is O1C2=C(CC1)C(=CC=C2)OC[C@H](CN2CCC(CC2)C2=C(C1=C(S2)C=CC=C1)CC)O ((2S)-1-(2,3-Dihydro-4-benzo[b]furanoxy)-3-(4-(3-ethylbenzo[b]thiophen-2-yl)piperidin-1-yl)-2-propanol). Isolated yield 35.0%. Reaction SMILES: O[C:2]1([C:8]2[S:12][C:11]3[CH:13]=[CH:14][CH:15]=[CH:16][C:10]=3[C:9]=2[CH2:17][CH3:18])[CH2:7][CH2:6][NH:5][CH2:4][CH2:3]1.[O:19]1[CH2:21][C@H:20]1[CH2:22][O:23][C:24]1[C:32]2[CH2:31][CH2:30][O:29][C:28]=2[CH:27]=[CH:26][CH:25]=1>CO>[O:29]1[CH2:30][CH2:31][C:32]2[C:24]([O:23][CH2:22][C@@H:20]([OH:19])[CH2:21][N:5]3[CH2:6][CH2:7][CH:2]([C:8]4[S:12][C:11]5[CH:13]=[CH:14][CH:15]=[CH:16][C:10]=5[C:9]=4[CH2:17][CH3:18])[CH2:3][CH2:4]3)=[CH:25][CH:26]=[CH:27][C:28]1=2. Procedure details: A solution 4-hydroxy-4-(3-ethylbenzo[b]thiophen-2-yl)piperidine (0.069 g, 0.281 mmol) and (S)-(+)-4-(oxiranylmethoxy)-2,3-dihydrobenzo[b]furan (0.054 g, 0.281 mmol) in methanol (3 mL) was heated at reflux for 18 hours, and then cooled and evaporated. The residue was purified using silica gel chromatography (dichloromethane/1% methanol in dichloromethane) to give the title compound as a clear colorless oil (0.043 g, 35%). FDMS m/e=438 (M++1). C26H31NO3S.